Dataset: the Open Reaction Database (ORD), a public repository of structured organic reaction records. Task: describe an organic reaction: reactants, conditions, products, and yield Reactants: BrC1=NN=C2N1N=C(C(=C2)N2CCOCC2)OCC2=NN(C=N2)C (3-bromo-6-(1-methyl-1 H-1,2,4-triazol-3-ylmethoxy)-7-(morpholin-4-yl)-1,2,4-triazolo[4,3-b]pyridazine), C(CCC)[Sn](C=1SC=CC1)(CCCC)CCCC (2-(tributylstannyl)thiophene). Run in CN(C)C=O (DMF). Run at temperature 100 celsius. Product: CN1N=C(N=C1)COC=1C(=CC=2N(N1)C(=NN2)C=2SC=CC2)N2CCOCC2 (6-(1-Methyl-1 H-1,2,4-triazol-3-ylmethoxy)-7-(morpholin-4-yl)-3-(thiophen-2-yl)-1,2,4-triazolo[4,3-b]-pyridazine). The yield is 60.2%. RXN SMILES: Br[C:2]1[N:6]2[N:7]=[C:8]([O:17][CH2:18][C:19]3[N:23]=[CH:22][N:21]([CH3:24])[N:20]=3)[C:9]([N:11]3[CH2:16][CH2:15][O:14][CH2:13][CH2:12]3)=[CH:10][C:5]2=[N:4][N:3]=1.C([Sn](CCCC)(CCCC)[C:30]1[S:31][CH:32]=[CH:33][CH:34]=1)CCC>CN(C=O)C>[CH3:24][N:21]1[CH:22]=[N:23][C:19]([CH2:18][O:17][C:8]2[C:9]([N:11]3[CH2:16][CH2:15][O:14][CH2:13][CH2:12]3)=[CH:10][C:5]3[N:6]([C:2]([C:30]4[S:31][CH:32]=[CH:33][CH:34]=4)=[N:3][N:4]=3)[N:7]=2)=[N:20]1. Reported procedure: A mixture of 3-bromo-6-(1-methyl-1 H-1,2,4-triazol-3-ylmethoxy)-7-(morpholin-4-yl)-1,2,4-triazolo[4,3-b]pyridazine (100 mg, 0.25 mmol) and 2-(tributylstannyl)thiophene (240 mL 0.75 mmol) in dry DMF (3 ml) was deoxygenated by bubbling through nitrogen gas for 15 minutes. Dichlorobis(triphenylphosphine)palladium (II) (20 mg) was then added. The whole apparatus was further deoxygenated by three ‘evacuate/fill N2’ cycles. The mixture was then stirred and heated at 100° C. for 16 hours under nitrogen... Starting materials: COC(=O)C=CC1C(O[Si](C)(C)C(C)(C)C)COC1c1cccnc1, CCO. The product is COC(=O)CCC1C(O[Si](C)(C)C(C)(C)C)COC1c1cccnc1. Reaction SMILES: [C:1]([CH3:2])([CH3:3])([CH3:4])[Si:5]([O:6][CH:7]1[CH:8]([CH:18]=[CH:19][C:20](=[O:21])[O:22][CH3:23])[CH:9]([c:12]2[cH:13][n:14][cH:15][cH:16][cH:17]2)[O:10][CH2:11]1)([CH3:24])[CH3:25].[CH3:26][CH2:27][OH:28]>>[C:1]([CH3:2])([CH3:3])([CH3:4])[Si:5]([O:6][CH:7]1[CH:8]([CH2:18][CH2:19][C:20](=[O:21])[O:22][CH3:23])[CH:9]([c:12]2[cH:13][n:14][cH:15][cH:16][cH:17]2)[O:10][CH2:11]1)([CH3:24])[CH3:25]. Starting materials: ClC=1C(=C(C(=C(C1)N)N)F)F (5-Chloro-3,4difluoro-1,2-phenylenediamine), C(C)(C)N=C=S (isopropyl isothiocyanate), CC1=CC=C(C=C1)S(=O)(=O)[O-].C[N+]1(CCOCC1)CCN=C=NC2CCCCC2 (1-cyclohexyl-3-(2-morpholinoethyl)carbodiimide metho-p-toluenesulfonate). Solvent: N1=CC=CC=C1 (pyridine). Product: ClC=1C(=C(C2=C(NC(=N2)NC(C)C)C1)F)F (6-Chloro-4,5-difluoro-N-(1-methylethyl)-1H-benzimidazol-2-amine). The yield is 21.0%. As a reaction SMILES: [Cl:1][C:2]1[C:3]([F:11])=[C:4]([F:10])[C:5]([NH2:9])=[C:6]([NH2:8])[CH:7]=1.[CH:12]([N:15]=[C:16]=S)([CH3:14])[CH3:13].CC1C=CC(S([O-])(=O)=O)=CC=1.C[N+]1(CCN=C=NC2CCCCC2)CCOCC1>N1C=CC=CC=1>[Cl:1][C:2]1[C:3]([F:11])=[C:4]([F:10])[C:5]2[N:9]=[C:16]([NH:15][CH:12]([CH3:14])[CH3:13])[NH:8][C:6]=2[CH:7]=1 |f:2.3|. Reported procedure: 5-Chloro-3,4difluoro-1,2-phenylenediamine (11.6 g, crude material), isopropyl isothiocyanate (6.3 g, 62.1 mmol), 1-cyclohexyl-3-(2-morpholinoethyl)carbodiimide metho-p-toluenesulfonate (28.0 g, 66.2 mmol) and pyridine (250 mL) were used according to general procedure I. The title compound was recrystallized from 1,4-dioxane to provide a tan solid (3.2 g, 25%); m.p. 175-178° C.; 1H NMR (DMSO-d6) δ: 11.0 (br s, 1H, NH), 7.07 (d, J=5.4 Hz, 1H, Ar—H), 6.96 (br s, 1H, NH), 3.93 (m, 1H, CH), 1.23 (d, ...